This data is from the Open Reaction Database (ORD), a public repository of structured organic reaction records. The task is: describe an organic reaction: reactants, conditions, products, and yield Reactants: CNC, CSc1nc(=O)n(C(C)C)c(=O)n1C, C1CCOC1. Product: CC(C)n1c(=O)nc(N(C)C)n(C)c1=O. Reaction SMILES: [CH3:15][NH:16][CH3:17].[CH3:1][n:2]1[c:3](=[O:14])[n:4]([CH:11]([CH3:12])[CH3:13])[c:5](=[O:10])[n:6][c:7]1[S:8][CH3:9].[O:18]1[CH2:19][CH2:20][CH2:21][CH2:22]1>>[CH3:1][n:2]1[c:3](=[O:14])[n:4]([CH:11]([CH3:12])[CH3:13])[c:5](=[O:10])[n:6][c:7]1[N:16]([CH3:15])[CH3:17]. Reactants: C(C)(C)(C)OC(=O)NC1=CC(=C(C=C1C)SS(=O)(=O)C1=CC=C(C=C1)C)C(C)(C)C (Toluene-4-thiosulfonic Acid S-(4-tert-Butoxycarbonylamino-2-tert-butyl-5-methylphenyl) Ester), Cl (hydrogen chloride). Run in C(C)OCC (ethyl ether). Run at time 8 hour. Yields the product Cl.NC1=CC(=C(C=C1C)SS(=O)(=O)C1=CC=C(C=C1)C)C(C)(C)C (Toluene-4-thiosulfonic Acid S-(4-Amino-2-tert-butyl-5-methyl-phenyl) Ester Hydrochloride). The yield is 96.0%. Reaction SMILES: C(OC([NH:8][C:9]1[C:14]([CH3:15])=[CH:13][C:12]([S:16][S:17]([C:20]2[CH:25]=[CH:24][C:23]([CH3:26])=[CH:22][CH:21]=2)(=[O:19])=[O:18])=[C:11]([C:27]([CH3:30])([CH3:29])[CH3:28])[CH:10]=1)=O)(C)(C)C.[ClH:31]>C(OCC)C>[ClH:31].[NH2:8][C:9]1[C:14]([CH3:15])=[CH:13][C:12]([S:16][S:17]([C:20]2[CH:25]=[CH:24][C:23]([CH3:26])=[CH:22][CH:21]=2)(=[O:19])=[O:18])=[C:11]([C:27]([CH3:30])([CH3:29])[CH3:28])[CH:10]=1 |f:3.4|. Procedure details: Toluene-4-thiosulfonic acid S-(4-tert-butoxycarbonylamino-2-tert-butyl-5-methylphenyl) ester (33a) (70.0 grams, 156 mmol) was dissolved in ethyl ether (500 mL). Anhydrous hydrogen chloride gas was bubbled through the solution while maintaining the temperature between 12 and 17° C. A precipitate formed after about 1 hour. The hydrogen chloride gas treatment was continued for an additional 3 hours at 17-25° C. The resulting mixture was allowed to stir overnight at room temperature and filtered and... Reactants: FC1=C(C=C(C=C1)O)OCOC (4-Fluoro-3-methoxymethoxy-phenol), BrN1C(CCC1=O)=O (N-bromosuccinimide). Run in ClCCl (di-chloromethane). Run at temperature -15 celsius, time 30 minute. Yields the product BrC1=C(C=C(C(=C1)F)OCOC)O (2-Bromo-4-fluoro-5-methoxymethoxy-phenol). RXN SMILES: [F:1][C:2]1[CH:7]=[CH:6][C:5]([OH:8])=[CH:4][C:3]=1[O:9][CH2:10][O:11][CH3:12].[Br:13]N1C(=O)CCC1=O>ClCCl>[Br:13][C:6]1[CH:7]=[C:2]([F:1])[C:3]([O:9][CH2:10][O:11][CH3:12])=[CH:4][C:5]=1[OH:8]. Procedure details: 4-Fluoro-3-methoxymethoxy-phenol from example A1 (6.89 g; 40.0 mmol) is dissolved in dry di-chloromethane (160.0 mL). The stirred solution is cooled to −15° C. N-bromosuccinimide (7.12 g; 40.0 mmol) is added in small portions over one hour. After complete addition the reaction mixture is stirred for another 30 min at −15° C. The reactants are C1(=CC=CC=C1)P(=O)(C1=CC=CC=C1)OC=1[C@@H]([C@@H]2N(C1C(=O)OCC1=CC=C(C=C1)[N+](=O)[O-])C([C@@H]2[C@@H](C)O)=O)C (p-nitrobenzyl (1R,5S,6S)-2-(diphenylphosphoryloxy)-6-[(R)-1-hydroxyethyl]-1-methylcarbapen-2-em-3-carboxylate), C(C)(C)N(CC)C(C)C (diisopropylethylamine), C(C)(=O)SC1CN(C1)C=1SC=C(N1)C(NC1=CC=CC=C1)=O (3-acetylthio-1-(4-phenylcarbamoyl-1,3-thiazol-2-yl)azetidine), C(C)(=O)O.NN (hydrazine acetate), C(O)([O-])=O.[Na+] (sodium hydrogencarbonate). Solvent: C(C)#N (acetonitrile), CN(C=O)C (dimethylformamide), C(C)(=O)OCC (ethyl acetate). Reaction conditions: time 1 hour. Product: C1(=CC=CC=C1)NC(=O)C=1N=C(SC1)N1CC(C1)SC=1[C@@H]([C@H]2N(C1C(=O)OCC1=CC=C(C=C1)[N+](=O)[O-])C([C@@H]2[C@@H](C)O)=O)C (p-nitrobenzyl (1R,5S,6S)-2-[1-(4-phenylcarbamoyl-1,3-thiazol-2-yl)azetidin-3-yl]thio-6-[(R)-1-hydroxyethyl]-1-methylcarbapen-2-em-3-carboxylate). Isolated yield 70.4%. Reaction SMILES: C([S:4][CH:5]1[CH2:8][N:7]([C:9]2[S:10][CH:11]=[C:12]([C:14](=[O:22])[NH:15][C:16]3[CH:21]=[CH:20][CH:19]=[CH:18][CH:17]=3)[N:13]=2)[CH2:6]1)(=O)C.C(O)(=O)C.NN.C1(P(O[C:44]2[C@H:45]([CH3:68])[C@H:46]3[C@@H:63]([C@H:64]([OH:66])[CH3:65])[C:62](=[O:67])[N:47]3[C:48]=2[C:49]([O:51][CH2:52][C:53]2[CH:58]=[CH:57][C:56]([N+:59]([O-:61])=[O:60])=[CH:55][CH:54]=2)=[O:50])(C2C=CC=CC=2)=O)C=CC=CC=1.C(N(C(C)C)CC)(C)C.C(=O)([O-])O.[Na+]>CN(C)C=O.C(#N)C.C(OCC)(=O)C>[C:16]1([NH:15][C:14]([C:12]2[N:13]=[C:9]([N:7]3[CH2:8][CH:5]([S:4][C:44]4[C@H:45]([CH3:68])[C@@H:46]5[C@@H:63]([C@H:64]([OH:66])[CH3:65])[C:62](=[O:67])[N:47]5[C:48]=4[C:49]([O:51][CH2:52][C:53]4[CH:58]=[CH:57][C:56]([N+:59]([O-:61])=[O:60])=[CH:55][CH:54]=4)=[O:50])[CH2:6]3)[S:10][CH:11]=2)=[O:22])[CH:17]=[CH:18][CH:19]=[CH:20][CH:21]=1 |f:1.2,5.6|. Procedure: To a solution of 3-acetylthio-1-(4-phenylcarbamoyl-1,3-thiazol-2-yl)azetidine (893 mg, 2.68 mmol) (obtained as described in Reference Example 32) in dimethylformamide (40 ml) was added hydrazine acetate (296 mg, 3.21 mmol) at room temperature under an atmosphere of nitrogen and the mixture was stirred for 1 hour. After checking the completion of the reaction, a solution of p-nitrobenzyl (1R,5S,6S)-2-(diphenylphosphoryloxy)-6-[(R)-1-hydroxyethyl]-1-methylcarbapen-2-em-3-carboxylate (1.59 g, 3.21 ... Reactants: ClC=1N=CC2=C(N(CC(C(N2C)=O)(F)F)C2C[C@@H](CC2)C)N1 (2-Chloro-7,7-difluoro-5-methyl-9-((3R)-3-methylcyclopentyl)-8,9-dihydro-5H-pyrimido[4,5-b][1,4]diazepin-6(7H)-one), NC1=C(C=C(C(=O)O)C=C1)OC (4-amino-3-methoxybenzoic acid), O.CC1=CC=C(C=C1)S(=O)(=O)O (4-Methylbenzenesulfonic acid monohydrate). Run in O1CCOCC1 (dioxane). Conditions: temperature 85 celsius, time 48 hour. Yields the product FC1(C(N(C2=C(N(C1)C1C[C@@H](CC1)C)N=C(N=C2)NC2=C(C=C(C(=O)O)C=C2)OC)C)=O)F (4-(7,7-difluoro-5-methyl-9-((3R)-3-methylcyclopentyl)-6-oxo-6,7,8,9-tetrahydro-5H-pyrimido[4,5-b][1,4]diazepin-2-ylamino)-3-methoxybenzoic acid). RXN SMILES: Cl[C:2]1[N:3]=[CH:4][C:5]2[N:11]([CH3:12])[C:10](=[O:13])[C:9]([F:15])([F:14])[CH2:8][N:7]([CH:16]3[CH2:20][CH2:19][C@@H:18]([CH3:21])[CH2:17]3)[C:6]=2[N:22]=1.[NH2:23][C:24]1[CH:32]=[CH:31][C:27]([C:28]([OH:30])=[O:29])=[CH:26][C:25]=1[O:33][CH3:34].O.CC1C=CC(S(O)(=O)=O)=CC=1>O1CCOCC1>[F:14][C:9]1([F:15])[CH2:8][N:7]([CH:16]2[CH2:20][CH2:19][C@@H:18]([CH3:21])[CH2:17]2)[C:6]2[N:22]=[C:2]([NH:23][C:24]3[CH:32]=[CH:31][C:27]([C:28]([OH:30])=[O:29])=[CH:26][C:25]=3[O:33][CH3:34])[N:3]=[CH:4][C:5]=2[N:11]([CH3:12])[C:10]1=[O:13] |f:2.3|. Procedure details: 2-Chloro-7,7-difluoro-5-methyl-9-((3R)-3-methylcyclopentyl)-8,9-dihydro-5H-pyrimido[4,5-b][1,4]diazepin-6(7H)-one (500 mg, 1.51 mmol) and 4-amino-3-methoxybenzoic acid (316.0 mg, 1.89 mmol) were weighed into a flask. 4-Methylbenzenesulfonic acid monohydrate (230.0 mg, 1.21 mmol) was weighed into a separate flask and dissolved in dioxane (15 ml). The toxic acid solution was then added to the flask containing the two starting materials. The reaction was stirred at 85° C. for 48 hours followed by 1... Starting materials: CC(C)(C)N=C=O, Cc1ccccc1, Nc1ccc([N+](=O)[O-])cc1O. The product is CC(C)(C)NC(=O)Nc1ccc([N+](=O)[O-])cc1O. As a reaction SMILES: [C:1]([CH3:2])([CH3:3])([CH3:4])[N:5]=[C:6]=[O:7].[CH3:19][c:20]1[cH:21][cH:22][cH:23][cH:24][cH:25]1.[NH2:8][c:9]1[c:10]([OH:18])[cH:11][c:12]([N+:15](=[O:16])[O-:17])[cH:13][cH:14]1>>[C:1]([CH3:2])([CH3:3])([CH3:4])[NH:5][C:6](=[O:7])[NH:8][c:9]1[c:10]([OH:18])[cH:11][c:12]([N+:15](=[O:16])[O-:17])[cH:13][cH:14]1.